Dataset: the Open Reaction Database (ORD), a public repository of structured organic reaction records. Task: describe an organic reaction: reactants, conditions, products, and yield The reactants are N[C@H]1C2=C(C3=C(NC1=O)C=CC=C3)C=CC=C2 ((S)-7-amino-5H,7H-dibenzo[b,d]azepin-6-one), C(C)OC([C@@](C(=O)O)(C)F)=O ((2S)-2-fluoro-2-methyl-malonic acid mono ethyl ester). Product: C(C)OC([C@@](C(=O)N[C@H]1C2=C(C3=C(NC1=O)C=CC=C3)C=CC=C2)(C)F)=O ((2S)-2-Fluoro-2-methyl-N-[(S)-6-oxo-6,7-dihydro-5H-dibenzo[b,d]azepin-7-yl]-malonamic acid ethyl ester). As a reaction SMILES: [NH2:1][C@@H:2]1[C:8](=[O:9])[NH:7][C:6]2[CH:10]=[CH:11][CH:12]=[CH:13][C:5]=2[C:4]2[CH:14]=[CH:15][CH:16]=[CH:17][C:3]1=2.[CH2:18]([O:20][C:21](=[O:28])[C@:22]([F:27])([CH3:26])[C:23](O)=[O:24])[CH3:19]>>[CH2:18]([O:20][C:21](=[O:28])[C@:22]([F:27])([CH3:26])[C:23]([NH:1][C@@H:2]1[C:8](=[O:9])[NH:7][C:6]2[CH:10]=[CH:11][CH:12]=[CH:13][C:5]=2[C:4]2[CH:14]=[CH:15][CH:16]=[CH:17][C:3]1=2)=[O:24])[CH3:19]. Reported procedure: In an analogous manner to that described in Example 1 a), the condensation of (S)-7-amino-5H,7H-dibenzo[b,d]azepin-6-one and (2S)-2-fluoro-2-methyl-malonic acid mono ethyl ester (96.9% e.e.) yielded the title compound as a white solid; MS: m/e=371 (M+H)+. The (2S)-2-fluoro-2-methyl-malonic acid mono ethyl ester was obtained by stereoselective hydrolysis of the corresponding diester by Candida cylindracea hydrolase following the procedure described in J. Org. Chem. 1986, 51, 1003-6. The reactants are Cl (hydrochloric acid), [H-].[Na+] (Sodium hydride), C(C)OC(C)O (ethoxyethanol), [OH-].[Na+] (sodium hydroxide), BrCCCCCCCCOC1=CC=C(C=C1)C1=CC=C(C(=O)OC)C=C1 (Methyl 4-[4-(8-bromooctyloxy)phenyl]benzoate). Conditions: temperature 60 celsius, time 20 minute. Product: C(C)OCCOCCCCCCCCOC1=CC=C(C=C1)C1=CC=C(C(=O)O)C=C1 (4-[4-[8-(2-Ethoxyethoxy)octyloxy]phenyl]benzoic acid). Reaction SMILES: [H-].[Na+].Br[CH2:4][CH2:5][CH2:6][CH2:7][CH2:8][CH2:9][CH2:10][CH2:11][O:12][C:13]1[CH:18]=[CH:17][C:16]([C:19]2[CH:28]=[CH:27][C:22]([C:23]([O:25]C)=[O:24])=[CH:21][CH:20]=2)=[CH:15][CH:14]=1.[OH-:29].[Na+].Cl.[CH2:32]([O:34][CH:35](O)[CH3:36])[CH3:33]>>[CH2:32]([O:34][CH2:35][CH2:36][O:29][CH2:4][CH2:5][CH2:6][CH2:7][CH2:8][CH2:9][CH2:10][CH2:11][O:12][C:13]1[CH:18]=[CH:17][C:16]([C:19]2[CH:28]=[CH:27][C:22]([C:23]([OH:25])=[O:24])=[CH:21][CH:20]=2)=[CH:15][CH:14]=1)[CH3:33] |f:0.1,3.4|. Reported procedure: Sodium hydride (60% suspension in mineral oil, 108 mg) was added to ethoxyethanol (10 ml), and the solution was stirred at 60° C. for 20 minutes. To the solution was added Methyl 4-[4-(8-bromooctyloxy)phenyl]benzoate (1.26 g), and the reaction mixture was stirred at 70° C. for 2 hours. To the reaction mixture was added 10% sodium hydroxide aqueous solution (2.4ml), and the solution was stirred at 70° C for 1 hour. After cooling, the solution was adjusted to pH 2.0 with 1N hydrochloric acid. The ...